describe an organic reaction: reactants, conditions, products, and yield From a dataset of the Open Reaction Database (ORD), a public repository of structured organic reaction records. Reactants: S(=O)(=O)(OC)OC (dimethyl sulfate), C([O-])([O-])=O.[K+].[K+] (potassium carbonate), C1(=CC=CC=2CC=CCC12)O (5,8-dihydronaphthalen-1-ol), ice water. The solvent is C(C)O (ethanol). Run at temperature 40 celsius. Product: COC1=C2CC=CCC2=CC=C1 (5-Methoxy-1,4-dihydronaphthalene). Isolated yield 92.5%. RXN SMILES: [C:1](=O)([O-])[O-].[K+].[K+].[C:7]1([OH:17])[C:16]2[CH2:15][CH:14]=[CH:13][CH2:12][C:11]=2[CH:10]=[CH:9][CH:8]=1.S(OC)(OC)(=O)=O>C(O)C>[CH3:1][O:17][C:7]1[CH:8]=[CH:9][CH:10]=[C:11]2[C:16]=1[CH2:15][CH:14]=[CH:13][CH2:12]2 |f:0.1.2|. Procedure: Add powdered potassium carbonate (193.1 g, 1.397 mol) to a solution of commercially available 5,8-dihydronaphthalen-1-ol [68.08 g, 90% potency based on 1H-NMR, 0.4657 mol, from Societa Italiana Medicinala Scandicci, s.r.l., Reggello (Firenze), Italy] in ethanol (700 mL). Cool the solution to 0° C. with ice water and add dimethyl sulfate (88.1 g, 66.1 mL, 0.699 mol) dropwise, maintaining the temperature between 5° C. and 10° C. Heat the reaction mixture to 40° C. until TLC shows the absence of st... Reactants: [Na] (Sodium), C1=CC=CC=C1 (benzene), S(=O)(=O)(OC)OC (dimethyl sulfate), FC(C1=NOC(=C1)NC(C)=O)(F)F (3-trifluoromethyl-5-acetylaminoisoxazole). Solvent: CO (methanol). Conditions: time 15 minute. The product is FC(C1=NOC(=C1)NC)(F)F (3-Trifluoromethyl-5-methylaminoisoxazole). As a reaction SMILES: [Na].[F:2][C:3]([F:14])([F:13])[C:4]1[CH:8]=[C:7]([NH:9][C:10](=O)C)[O:6][N:5]=1.C1C=CC=CC=1.S(OC)(OC)(=O)=O>CO>[F:14][C:3]([F:2])([F:13])[C:4]1[CH:8]=[C:7]([NH:9][CH3:10])[O:6][N:5]=1 |^1:0|. Reported procedure: Sodium metal (0.28 g, 12.3 mmole) was dissolved in dry methanol (12.3 ml) and to this solution was added 3-trifluoromethyl-5-acetylaminoisoxazole (2.38 g, 12.26 mmole). After stirring at room temperature for 15 minutes, the mixture was concentrated in vacuo and dry benzene (12.3 ml) was added to the residue. The mixture was concentrated in vacuo and dry benzene (18.4 ml) and dimethyl sulfate (1.55 g, 12.3 mmole) were added to the residue, followed by refluxing for 2 hours. After cooling, the pre... Starting materials: FC(F)(F)Oc1ccc(-c2ccc(OCc3ccccc3)cc2)cc1, CCOC(C)=O, [H][H], [OH-], [OH-], [Pd+2]. Product: Oc1ccc(-c2ccc(OC(F)(F)F)cc2)cc1. Reaction SMILES: [CH2:1]([c:2]1[cH:3][cH:4][cH:5][cH:6][cH:7]1)[O:8][c:9]1[cH:10][cH:11][c:12](-[c:15]2[cH:16][cH:17][c:18]([O:21][C:22]([F:23])([F:24])[F:25])[cH:19][cH:20]2)[cH:13][cH:14]1.[CH3:31][CH2:32][O:33][C:34](=[O:35])[CH3:36].[H:26][H:27].[OH-:28].[OH-:30].[Pd+2:29]>>[OH:8][c:9]1[cH:10][cH:11][c:12](-[c:15]2[cH:16][cH:17][c:18]([O:21][C:22]([F:23])([F:24])[F:25])[cH:19][cH:20]2)[cH:13][cH:14]1. The reactants are CCCCC(C)(C)C(C=CBr)OC1CCCCO1, CC(=O)O, C1CCOC1, O. The product is CCCCC(C)(C)C(O)C=CBr. RXN SMILES: [Br:1][CH:2]=[CH:3][CH:4]([C:5]([CH2:6][CH2:7][CH2:8][CH3:9])([CH3:10])[CH3:11])[O:12][CH:13]1[CH2:14][CH2:15][CH2:16][CH2:17][O:18]1.[C:20]([OH:21])(=[O:22])[CH3:23].[O:24]1[CH2:25][CH2:26][CH2:27][CH2:28]1.[OH2:19]>>[Br:1][CH:2]=[CH:3][CH:4]([C:5]([CH2:6][CH2:7][CH2:8][CH3:9])([CH3:10])[CH3:11])[OH:12]. Starting materials: BrC1=CC=C(C=C1)CC(=O)N(C)C (4-bromo-N,N-dimethylbenzene acetamide), C1(CCCCC1)=O (cyclohexanone), C(CCC)[Li] (butyl lithium), CCCCCC (hexane), [Cl-].[NH4+] (ammonium chloride). Reaction conditions: temperature -78 celsius. Product: BrC1=CC=C(C=C1)C(C1(CCCCC1)O)C(=O)N(C)C (1-[(4-bromophenyl)[(dimethylamino)carbonyl]methyl]-cyclohexanol). As a reaction SMILES: [Br:1][C:2]1[CH:7]=[CH:6][C:5]([CH2:8][C:9]([N:11]([CH3:13])[CH3:12])=[O:10])=[CH:4][CH:3]=1.C([Li])CCC.CCCCCC.[C:25]1(=[O:31])[CH2:30][CH2:29][CH2:28][CH2:27][CH2:26]1.[Cl-].[NH4+]>>[Br:1][C:2]1[CH:3]=[CH:4][C:5]([CH:8]([C:9]([N:11]([CH3:12])[CH3:13])=[O:10])[C:25]2([OH:31])[CH2:30][CH2:29][CH2:28][CH2:27][CH2:26]2)=[CH:6][CH:7]=1 |f:4.5|. Reported procedure: 4-bromo-N,N-dimethylbenzene acetamide (15 g, 0.06 mole) was added to dry T.H.F. (250 ml) and the solution cooled to -78° C. under nitrogen. Straight chain butyl lithium in hexane (43.3 ml, 0.06 mole) was added dropwise, the temperature being maintained below -70° C. throughout. An orange coloured precipitate formed. After addition, the reaction mixture was maintained near -70° C. for 20 minutes and cyclohexanone (7.5 ml, 0.07 mole) was added. After a further 50 minutes at -78° C. the reaction mi... Reactants: ClC1=NC=C(C=C1)C1=CC=C(C=C1)C(C)=O (2-chloro-5-(4-acetylphenyl)pyridine), C1(CCCC1)N1CCNCC1 (1-cyclopentylpiperazine). Product: Cl.Cl.C1(CCCC1)N1CCN(CC1)C1=CC=C(C=N1)C1=CC=C(C=C1)C(C)=O (1-{4-[6-(4-Cyclopentylpiperazin-1-yl)pyridin-3-yl]phenyl}ethanone, dihydrochloride). Reaction SMILES: [Cl:1][C:2]1[CH:7]=[CH:6][C:5]([C:8]2[CH:13]=[CH:12][C:11]([C:14](=[O:16])[CH3:15])=[CH:10][CH:9]=2)=[CH:4][N:3]=1.[CH:17]1([N:22]2[CH2:27][CH2:26][NH:25][CH2:24][CH2:23]2)[CH2:21][CH2:20][CH2:19][CH2:18]1>>[ClH:1].[ClH:1].[CH:17]1([N:22]2[CH2:23][CH2:24][N:25]([C:2]3[N:3]=[CH:4][C:5]([C:8]4[CH:13]=[CH:12][C:11]([C:14](=[O:16])[CH3:15])=[CH:10][CH:9]=4)=[CH:6][CH:7]=3)[CH2:26][CH2:27]2)[CH2:18][CH2:19][CH2:20][CH2:21]1 |f:2.3.4|. Procedure details: The title compound was prepared by a similar procedure to that described in Example 1, starting from 2-chloro-5-(4-acetylphenyl)pyridine and 1-cyclopentylpiperazine.